Dataset: the Open Reaction Database (ORD), a public repository of structured organic reaction records. Task: describe an organic reaction: reactants, conditions, products, and yield Starting materials: CCOc1cc(C(C)(C)C)ncc1C1=NC(C)(c2ccc(Cl)cc2)C(C)(c2ccc(Cl)cc2)N1C(=O)Cl, CC(=O)NC1CCNCC1. Yields the product CCOc1cc(C(C)(C)C)ncc1C1=NC(C)(c2ccc(Cl)cc2)C(C)(c2ccc(Cl)cc2)N1C(=O)N1CCC(NC(C)=O)CC1. Reaction SMILES: [C:1]([CH3:2])([CH3:3])([CH3:4])[c:5]1[cH:6][c:7]([O:35][CH2:36][CH3:37])[c:8]([C:11]2=[N:15][C:14]([CH3:16])([c:17]3[cH:18][cH:19][c:20]([Cl:23])[cH:21][cH:22]3)[C:13]([CH3:24])([c:25]3[cH:26][cH:27][c:28]([Cl:31])[cH:29][cH:30]3)[N:12]2[C:32](=[O:33])[Cl:34])[cH:9][n:10]1.[NH:38]1[CH2:39][CH2:40][CH:41]([NH:44][C:45]([CH3:46])=[O:47])[CH2:42][CH2:43]1>>[C:1]([CH3:2])([CH3:3])([CH3:4])[c:5]1[cH:6][c:7]([O:35][CH2:36][CH3:37])[c:8]([C:11]2=[N:15][C:14]([CH3:16])([c:17]3[cH:18][cH:19][c:20]([Cl:23])[cH:21][cH:22]3)[C:13]([CH3:24])([c:25]3[cH:26][cH:27][c:28]([Cl:31])[cH:29][cH:30]3)[N:12]2[C:32](=[O:33])[N:38]2[CH2:39][CH2:40][CH:41]([NH:44][C:45]([CH3:46])=[O:47])[CH2:42][CH2:43]2)[cH:9][n:10]1. The reactants are ClC1=CC(=C(C(=C1)I)N)F (4-Chloro-2-fluoro-6-iodo-phenylamine), C1(=CC=CC=C1)C#C (phenylacetylene). The product is ClC=1C=C2C=C(NC2=C(C1)F)C1=CC=CC=C1 (5-Chloro-7-fluoro-2-phenyl-1H-indole). Yield: 92.0%. As a reaction SMILES: [Cl:1][C:2]1[CH:7]=[C:6](I)[C:5]([NH2:9])=[C:4]([F:10])[CH:3]=1.[C:11]1([C:17]#[CH:18])[CH:16]=[CH:15][CH:14]=[CH:13][CH:12]=1>>[Cl:1][C:2]1[CH:7]=[C:6]2[C:5](=[C:4]([F:10])[CH:3]=1)[NH:9][C:17]([C:11]1[CH:16]=[CH:15][CH:14]=[CH:13][CH:12]=1)=[CH:18]2. Procedure: The general procedure was used to convert 4-Chloro-2-fluoro-6-iodo-phenylamine and phenylacetylene to the title product. Purification by flash chromatography gave the analytically pure product as a white solid, 92% yield. 1H NMR (300 MHz, DMSO) δ 12.13 (s, 1H), 7.98-7.95 (d, J=7.72, 2H), 7.51-7.46 (t, J=7.53, 2H), 7.44 (s, 1H), 7.40-7.35 (t, J=7.72, 1H), 7.11-7.07 (d, J=10.92, 1H), 6.96 (s, 1H). 13C NMR (75 MHz, DMSO) δ 150.98, 147.70, 141.53, 133.51, 132.04, 129.73, 129.04, 126.54, 124.59, 124.... Reactants: CO, CN(C(=O)NCc1cccc(F)c1Cl)C(CCC(=O)N1CCN(C(=O)OC(C)(C)C)CC1)COC(=O)Nc1cc(-c2cccc(F)c2)no1, Cl, C1COCCO1. Yields the product CN(C(=O)NCc1cccc(F)c1Cl)C(CCC(=O)N1CCNCC1)COC(=O)Nc1cc(-c2cccc(F)c2)no1. Reaction SMILES: [CH3:57][OH:58].[Cl:1][c:2]1[c:3]([CH2:4][NH:5][C:6]([N:7]([CH3:8])[CH:9]([CH2:10][CH2:11][C:12](=[O:13])[N:14]2[CH2:15][CH2:16][N:17]([C:20]([O:21][C:22]([CH3:23])([CH3:24])[CH3:25])=[O:26])[CH2:18][CH2:19]2)[CH2:27][O:28][C:29]([NH:30][c:31]2[cH:32][c:33](-[c:36]3[cH:37][c:38]([F:42])[cH:39][cH:40][cH:41]3)[n:34][o:35]2)=[O:43])=[O:44])[cH:45][cH:46][cH:47][c:48]1[F:49].[ClH:50].[O:51]1[CH2:52][CH2:53][O:54][CH2:55][CH2:56]1>>[Cl:1][c:2]1[c:3]([CH2:4][NH:5][C:6]([N:7]([CH3:8])[CH:9]([CH2:10][CH2:11][C:12](=[O:13])[N:14]2[CH2:15][CH2:16][NH:17][CH2:18][CH2:19]2)[CH2:27][O:28][C:29]([NH:30][c:31]2[cH:32][c:33](-[c:36]3[cH:37][c:38]([F:42])[cH:39][cH:40][cH:41]3)[n:34][o:35]2)=[O:43])=[O:44])[cH:45][cH:46][cH:47][c:48]1[F:49].